This data is from the Open Reaction Database (ORD), a public repository of structured organic reaction records. The task is: describe an organic reaction: reactants, conditions, products, and yield Starting materials: COC=1C=CC(=CC1OC)C(=CC(=O)N2CCOCC2)C=3C=CC(=CC3)Cl (dimethomorph), xanthan gum, sodium carboxymethyl starch, sodium lignosulfonate, C(CCCCCCCCCCC)S(=O)(=O)[O-].[Na+] (sodium dodecyl sulfonate). Yields the product COC=1C=CC(=CC1OC)C(=CC(=O)N2CCOCC2)C=3C=CC(=CC3)Cl.O (Dimethomorph Water). Reaction SMILES: [CH3:1][O:2][C:3]1[CH:4]=[CH:5][C:6]([C:11]([C:21]2[CH:22]=[CH:23][C:24]([Cl:27])=[CH:25][CH:26]=2)=[CH:12][C:13]([N:15]2[CH2:20][CH2:19][O:18][CH2:17][CH2:16]2)=[O:14])=[CH:7][C:8]=1[O:9][CH3:10].C(S([O-])(=O)=[O:41])CCCCCCCCCCC.[Na+]>>[CH3:1][O:2][C:3]1[CH:4]=[CH:5][C:6]([C:11]([C:21]2[CH:22]=[CH:23][C:24]([Cl:27])=[CH:25][CH:26]=2)=[CH:12][C:13]([N:15]2[CH2:16][CH2:17][O:18][CH2:19][CH2:20]2)=[O:14])=[CH:7][C:8]=1[O:9][CH3:10].[OH2:41] |f:1.2,3.4|. Reported procedure: 63% benziothiazolinone, 2% dimethomorph, 6% sodium lignosulfonate, 3% sodium dodecyl sulfonate, 1% xanthan gum, 1% sodium carboxymethyl starch, complemented to 100% with attapulgite. Reactants: NC(=O)c1n[nH]c2c1CCc1cnc(Nc3cc(Br)ccc3OC(F)(F)F)nc1-2, C1CCOC1, CN1CCNCC1, CN(C)c1ccccc1-c1ccccc1P(C1CCCCC1)C1CCCCC1, O=C(C=Cc1ccccc1)C=Cc1ccccc1, O=C(C=Cc1ccccc1)C=Cc1ccccc1, O=C(C=Cc1ccccc1)C=Cc1ccccc1, [Pd], [Pd]. Product: CN1CCN(c2ccc(OC(F)(F)F)c(Nc3ncc4c(n3)-c3[nH]nc(C(N)=O)c3CC4)c2)CC1. RXN SMILES: [Br:29][c:30]1[cH:31][cH:32][c:33]([O:53][C:54]([F:55])([F:56])[F:57])[c:34]([NH:36][c:37]2[n:38][c:39]3[c:44]([cH:45][n:46]2)[CH2:43][CH2:42][c:41]2[c:40]-3[nH:49][n:48][c:47]2[C:50](=[O:51])[NH2:52])[cH:35]1.[CH2:65]1[O:66][CH2:67][CH2:68][CH2:69]1.[CH3:58][N:59]1[CH2:60][CH2:61][NH:62][CH2:63][CH2:64]1.[CH:1]1([P:2]([CH:3]2[CH2:4][CH2:5][CH2:6][CH2:7][CH2:8]2)[c:9]2[cH:10][cH:11][cH:12][cH:13][c:14]2-[c:15]2[cH:16][cH:17][cH:18][cH:19][c:20]2[N:21]([CH3:22])[CH3:23])[CH2:24][CH2:25][CH2:26][CH2:27][CH2:28]1.[O:108]=[C:109]([CH:110]=[CH:111][c:112]1[cH:113][cH:114][cH:115][cH:116][cH:117]1)[CH:118]=[CH:119][c:120]1[cH:121][cH:122][cH:123][cH:124][cH:125]1.[O:72]=[C:73]([CH:74]=[CH:75][c:76]1[cH:77][cH:78][cH:79][cH:80][cH:81]1)[CH:82]=[CH:83][c:84]1[cH:85][cH:86][cH:87][cH:88][cH:89]1.[O:90]=[C:91]([CH:92]=[CH:93][c:94]1[cH:95][cH:96][cH:97][cH:98][cH:99]1)[CH:100]=[CH:101][c:102]1[cH:103][cH:104][cH:105][cH:106][cH:107]1.[Pd:70].[Pd:71]>>[c:30]1([N:62]2[CH2:61][CH2:60][N:59]([CH3:58])[CH2:64][CH2:63]2)[cH:31][cH:32][c:33]([O:53][C:54]([F:55])([F:56])[F:57])[c:34]([NH:36][c:37]2[n:38][c:39]3[c:44]([cH:45][n:46]2)[CH2:43][CH2:42][c:41]2[c:40]-3[nH:49][n:48][c:47]2[C:50](=[O:51])[NH2:52])[cH:35]1. The reactants are C(C)C1=NC=2C(=NC(=CC2C)C)N1C1=CC=C(C=C1)CCNC (N-{2-[4-(2-Ethyl-5,7-dimethyl-3H-imidazo[4,5-b]pyridin-3-yl)phenyl]ethyl}-N-methylamine), C1(=CC=C(C=C1)S(=O)(=O)N=C=O)C (p-toluenesulfonyl isocyanate). Run in ClCCl (dichloromethane), C(C)N(CC)CC (triethylamine). Conditions: time 6 hour. Product: C(C)C1=NC=2C(=NC(=CC2C)C)N1C1=CC=C(C=C1)CCN(C(=O)NS(=O)(=O)C1=CC=C(C=C1)C)C (2-Ethyl-5,7-dimethyl-3-(4-{2-[methyl({[(4-methylphenyl)sulfonyl]amino}carbonyl) amino]ethyl}phenyl)-3H-imidazo[4,5-b]pyridine). The yield is 41.6%. RXN SMILES: [CH2:1]([C:3]1[N:13]([C:14]2[CH:19]=[CH:18][C:17]([CH2:20][CH2:21][NH:22][CH3:23])=[CH:16][CH:15]=2)[C:6]2=[N:7][C:8]([CH3:12])=[CH:9][C:10]([CH3:11])=[C:5]2[N:4]=1)[CH3:2].[C:24]1([CH3:36])[CH:29]=[CH:28][C:27]([S:30]([N:33]=[C:34]=[O:35])(=[O:32])=[O:31])=[CH:26][CH:25]=1>ClCCl.C(N(CC)CC)C>[CH2:1]([C:3]1[N:13]([C:14]2[CH:15]=[CH:16][C:17]([CH2:20][CH2:21][N:22]([CH3:23])[C:34]([NH:33][S:30]([C:27]3[CH:26]=[CH:25][C:24]([CH3:36])=[CH:29][CH:28]=3)(=[O:31])=[O:32])=[O:35])=[CH:18][CH:19]=2)[C:6]2=[N:7][C:8]([CH3:12])=[CH:9][C:10]([CH3:11])=[C:5]2[N:4]=1)[CH3:2]. Procedure details: To a solution of N-{2-[4-(2-ethyl-5,7-dimethyl-3H-imidazo[4,5-b]pyridin-3-yl)phenyl]ethyl}-N-methylamine (step 1, 523 mg, 1.7 mmol) in dichloromethane (10 mL) and triethylamine (2 mL) was added p-toluenesulfonyl isocyanate (400 mg, 2.0 mmol). The resulting reaction mixture was stirred at room temperature for 6 h. After removal of solvent, the residue was purified by flash column chromatography on silica gel eluting with dichloromethane/methanol (10:1) to afford 358 mg (42%) of the title compound... Reaction SMILES: [C:1]([C:8]1[NH:9][CH:10]=[CH:11][N:12]=1)([C:3]1[NH:4][CH:5]=[CH:6]N=1)=O.[Br:13][C:14]1[CH:15]=[C:16]2[C:21](=[CH:22][CH:23]=1)[CH:20]=[C:19]([S:24](O)=O)[CH:18]=[CH:17]2.[C:27](OCC)(=O)[CH3:28]>CN(C)C=O>[N:4]1[CH:3]=[CH:1][C:8]([N:9]2[CH2:10][CH2:11][N:12]([S:24][C:19]3[CH:18]=[CH:17][C:16]4[C:21](=[CH:22][CH:23]=[C:14]([Br:13])[CH:15]=4)[CH:20]=3)[CH2:28][CH2:27]2)=[CH:6][CH:5]=1. Reactants: C(C)(=O)OCC (ethyl acetate), C(=O)(C=1NC=CN1)C=1NC=CN1 (Carbonyl diimidazole), BrC=1C=C2C=CC(=CC2=CC1)S(=O)O (6-bromonaphthalene-2-sulphinic acid), N-4-(4-pyridyl)piperazine. Run in CN(C=O)C (dimethylformamide). Yields the product N1=CC=C(C=C1)N1CCN(CC1)SC1=CC2=CC=C(C=C2C=C1)Br (1-(4-pyridyl)-4-(6-bromonaphtalene-2-sulphenyl)piperazine). Run at time 8 hour. Reported procedure: Carbonyl diimidazole (324 mg) was added to a solution of 6-bromonaphthalene-2-sulphinic acid (658 mg) in dimethylformamide (10 ml). After stirring at ambient temperature for one hour N-4-(4-pyridyl)piperazine (326 mg) was added as a solid in one portion and stirring continued at ambient temperature overnight. The reaction mixture was poured into ethyl acetate (100 ml), washed with water (3×25 ml), brine (25 ml), dried (MgSO4) and evaporated to give a yellow oil which was purified by chromatograp... Starting materials: C, C=C(C)c1cc(CC#N)ccc1OC, CCO, [Pd]. Product: COc1ccc(CC#N)cc1C(C)C. Reaction SMILES: [C:18].[C:1](=[CH2:2])([CH3:3])[c:4]1[cH:5][c:6]([CH2:12][C:13]#[N:14])[cH:7][cH:8][c:9]1[O:10][CH3:11].[CH3:15][CH2:16][OH:17].[Pd:19]>>[CH:1]([CH3:2])([CH3:3])[c:4]1[cH:5][c:6]([CH2:12][C:13]#[N:14])[cH:7][cH:8][c:9]1[O:10][CH3:11].